This data is from the Open Reaction Database (ORD), a public repository of structured organic reaction records. The task is: describe an organic reaction: reactants, conditions, products, and yield Starting materials: N[C@H]1[C@H]([C@@H](O[C@@H]1C(=O)O)N1C2=NC=NC(=C2N=C1)NC(C1=CC=CC=C1)=O)O (3-amino-1-(6-benzoylamino-9H-purin-9-yl)-1,3-dideoxy-β-D-ribofuranuronic acid), C(C1=CC=CC=C1)(=O)Cl (benzoyl chloride). Yields the product C(C1=CC=CC=C1)(=O)NC1=C2N=CN(C2=NC=N1)[C@H]1[C@H](O)[C@@H]([C@H](O1)C(=O)O)NC(C1=CC=CC=C1)=O (1-(6-Benzoylamino-9H-purin-9-yl)-3-benzoylamino-1,3-dideoxy-β-D-ribofuranuronic acid). Yield: 39.3%. RXN SMILES: [NH2:1][C@@H:2]1[C@@H:6]([C:7]([OH:9])=[O:8])[O:5][C@@H:4]([N:10]2[CH:18]=[N:17][C:16]3[C:11]2=[N:12][CH:13]=[N:14][C:15]=3[NH:19][C:20](=[O:27])[C:21]2[CH:26]=[CH:25][CH:24]=[CH:23][CH:22]=2)[C@@H:3]1[OH:28].[C:29](Cl)(=[O:36])[C:30]1[CH:35]=[CH:34][CH:33]=[CH:32][CH:31]=1>>[C:20]([NH:19][C:15]1[N:14]=[CH:13][N:12]=[C:11]2[C:16]=1[N:17]=[CH:18][N:10]2[C@@H:4]1[O:5][C@H:6]([C:7]([OH:9])=[O:8])[C@@H:2]([NH:1][C:29](=[O:36])[C:30]2[CH:35]=[CH:34][CH:33]=[CH:32][CH:31]=2)[C@H:3]1[OH:28])(=[O:27])[C:21]1[CH:26]=[CH:25][CH:24]=[CH:23][CH:22]=1. Procedure: 1-(6-Benzoylamino-9H-purin-9-yl)-3-benzoylamino-1,3-dideoxy-β-D-ribofuranuronic acid (125 mg) was prepared by reacting 1-(6-benzoylamino-9H-purin-9-yl)-1,3-dideoxy-3-amino-β-D-ribofuranuronic acid (250 mg) prepared in Example 1 with benzoyl chloride (110 mg) according to a similar manner to that of Example 17, mp. 112°-118° C. (dec.). The reactants are C(C)(=O)O[C@H]1[C@@H](O[C@@H]([C@H]([C@@H]1OC(C)=O)OC(C)=O)COC(C)=O)OC1=NNC(=C1CC1=C(C=C(C=C1)OCCO)C)C(C)C (3-(2,3,4,6-tetra-O-acetyl-β-D-glucopyranosyloxy)-4-{[4-(2-hydroxyethoxy)-2-methylphenyl]methyl}-5-isopropyl-1H-pyrazole), NCCCO (3-amino-1-propanol), NC(CO)(C)C (2-amino-2-methyl-1-propanol). The product is [C@@H]1([C@H](O)[C@@H](O)[C@H](O)[C@H](O1)CO)OC1=NNC(=C1CC1=C(C=C(C=C1)OCCNCCCO)C)C(C)C (3-(β-D-Glucopyranosyloxy)-4-({4-[2-(3-hydroxypropylamino)-ethoxy]-2-methylphenyl}methyl)-5-isopropyl-1H-pyrazole). Reaction SMILES: C([O:4][C@@H:5]1[C@@H:10]([O:11]C(=O)C)[C@H:9]([O:15]C(=O)C)[C@@H:8]([CH2:19][O:20]C(=O)C)[O:7][C@H:6]1[O:24][C:25]1[C:29]([CH2:30][C:31]2[CH:36]=[CH:35][C:34]([O:37][CH2:38][CH2:39]O)=[CH:33][C:32]=2[CH3:41])=[C:28]([CH:42]([CH3:44])[CH3:43])[NH:27][N:26]=1)(=O)C.[NH2:45][CH2:46][CH2:47][CH2:48][OH:49].NC(C)(C)CO>>[C@@H:6]1([O:24][C:25]2[C:29]([CH2:30][C:31]3[CH:36]=[CH:35][C:34]([O:37][CH2:38][CH2:39][NH:45][CH2:46][CH2:47][CH2:48][OH:49])=[CH:33][C:32]=3[CH3:41])=[C:28]([CH:42]([CH3:44])[CH3:43])[NH:27][N:26]=2)[O:7][C@H:8]([CH2:19][OH:20])[C@@H:9]([OH:15])[C@H:10]([OH:11])[C@H:5]1[OH:4]. Procedure details: The title compound was prepared in a similar manner to that described in Example 57 using 3-(2,3,4,6-tetra-O-acetyl-β-D-glucopyranosyloxy)-4-{[4-(2-hydroxyethoxy)-2-methylphenyl]methyl}-5-isopropyl-1H-pyrazole and 3-amino-1-propanol instead of 3-(2,3,4,6-tetra-O-acetyl-β-D-glucopyranosyloxy)-4-{[4-(3-hydroxypropoxy)-2-methylphenyl]-methyl}-5-isopropyl-1H-pyrazole and 2-amino-2-methyl-1-propanol, respectively. The reactants are N1=C(C=CC=C1)CCCCl (3-pyridinylpropylchloride), N1=C(C=CC=C1)N1CCNCC1 (1-(2-pyridinyl)piperazine), [I-].[K+] (potassium iodide), CN(C=O)C (N,N-dimethylformamide). Conditions: temperature 80 celsius. The product is N1=C(C=CC=C1)N1CCN(CC1)CCCC=1C=NC=CC1 (1-(2-pyridinyl)-4-[3-(3-pyridinyl)propyl]piperazine). RXN SMILES: N1[CH:6]=[CH:5][CH:4]=[CH:3][C:2]=1[CH2:7]CCCl.[N:11]1[CH:16]=[CH:15][CH:14]=[CH:13][C:12]=1[N:17]1[CH2:22][CH2:21][NH:20][CH2:19][CH2:18]1.[I-].[K+].[CH3:25][N:26]([CH3:29])C=O>>[N:11]1[CH:16]=[CH:15][CH:14]=[CH:13][C:12]=1[N:17]1[CH2:18][CH2:19][N:20]([CH2:6][CH2:5][CH2:4][C:3]2[CH:25]=[N:26][CH:29]=[CH:7][CH:2]=2)[CH2:21][CH2:22]1 |f:2.3|. Procedure details: A solution of 3-pyridinylpropylchloride (Example A) (3.0 g, 0.0193 mol), 1-(2-pyridinyl)piperazine (3.15 g, 0.0193 mol), potassium iodide (0.8 g, 0.005 mol) is dissolved in N,N-dimethylformamide (80 mL) and heated to 80° C. for 12 hours. The reaction is cooled and the precipitate is filtered. The filtrate is washed with sodium carbonate and extracted with dichloromethane. The organic layer is evaporated in vacuo and the residue is purified by column chromatography (silica gel, 10% ethanol/ethyl ... The reactants are CCO, [H][H], N, N#Cc1nc(NCC(c2ccccc2)c2ccccc2)c2ncn(C3CCCCO3)c2n1. Product: NCc1nc(NCC(c2ccccc2)c2ccccc2)c2ncn(C3CCCCO3)c2n1. Reaction SMILES: [CH3:36][CH2:37][OH:38].[H:33][H:34].[NH3:35].[c:1]1([CH:7]([CH2:8][NH:9][c:10]2[c:11]3[n:12][cH:13][n:14]([CH:21]4[O:22][CH2:23][CH2:24][CH2:25][CH2:26]4)[c:15]3[n:16][c:17]([C:19]#[N:20])[n:18]2)[c:27]2[cH:28][cH:29][cH:30][cH:31][cH:32]2)[cH:2][cH:3][cH:4][cH:5][cH:6]1>>[c:1]1([CH:7]([CH2:8][NH:9][c:10]2[c:11]3[n:12][cH:13][n:14]([CH:21]4[O:22][CH2:23][CH2:24][CH2:25][CH2:26]4)[c:15]3[n:16][c:17]([CH2:19][NH2:20])[n:18]2)[c:27]2[cH:28][cH:29][cH:30][cH:31][cH:32]2)[cH:2][cH:3][cH:4][cH:5][cH:6]1. The reactants are CCCCCCCCCC (decane), organocopper, ClCC=C(C)C (4-Chloro-2-methyl-2-butene), C(C1=CC=CC=C1)=O (Benzaldehyde). Run in C1CCOC1 (THF). Run at temperature -78 celsius, time 10 minute. Yields the product hexanes EtOAc, CC(C(O)C1=CC=CC=C1)(C=C)C (2,2-dimethyl-1-phenyl-3-butene-1-ol). The yield is 80.0%. RXN SMILES: Cl[CH2:2][CH:3]=[C:4]([CH3:6])[CH3:5].[CH:7](=[O:14])[C:8]1[CH:13]=[CH:12][CH:11]=[CH:10][CH:9]=1.CCCCCCCCCC>C1COCC1>[CH3:5][C:4]([CH3:6])([CH:3]=[CH2:2])[CH:7]([C:8]1[CH:13]=[CH:12][CH:11]=[CH:10][CH:9]=1)[OH:14]. Reported procedure: 4-Chloro-2-methyl-2-butene (3.2 mmol) was weighed into a vial and sealed with a septum. Using a freeze-pump-thaw technique, air was removed and replaced with argon. THF (4 ml) was added to the vial and then cooled to -78° C. The allyl chloride was then cannulated to the active coppersolution (8.00 mmol) at -108° C. The solution was stirred at -108° C. for 10 minutes and then warmed to -78° C. Benzaldehyde (1.60 mmol) and decane (3.20 mmol) were admixed with 4 ml of THF in a vial, cooled to -78° ... Conditions: time 30 minute. Reaction SMILES: [Br:1][C:2]1[CH:7]=[CH:6][C:5]([CH2:8][C:9]([O:11][CH2:12][CH3:13])=[O:10])=[CH:4][CH:3]=1.[Li+].C[Si]([N-][Si](C)(C)C)(C)C.[Cl:24][CH2:25][C:26]([CH2:28]Cl)=[CH2:27].C(=O)(O)[O-].[Na+]>C1COCC1>[Br:1][C:2]1[CH:3]=[CH:4][C:5]([CH:8]([CH2:28][C:26]([CH2:25][Cl:24])=[CH2:27])[C:9]([O:11][CH2:12][CH3:13])=[O:10])=[CH:6][CH:7]=1 |f:1.2,4.5|. Procedure: To a solution of ethyl (4-bromophenyl)acetate (143 g, 588 mmol) in THF (800 mL) was added LHMDS (1.13 eq in THF) at −78° C. After 30 minutes, the reaction mixture was added to a solution of 3-chloro-2-chloromethyl-1-propene (147 g, 1180 mmol) in THF (500 mL) at −78° C. via cannula. The reaction was allowed to slowly warm from −78° C. to rt over 15 hours. The reaction mixture was poured into sodium bicarbonate, extracted with EtOAc, dried over sodium sulfate, filtered and concentrated. The crude ... Reactants: BrC1=CC=C(C=C1)CC(=O)OCC (ethyl (4-bromophenyl)acetate), [Li+].C[Si](C)(C)[N-][Si](C)(C)C (LHMDS), ClCC(=C)CCl (3-chloro-2-chloromethyl-1-propene), C([O-])(O)=O.[Na+] (sodium bicarbonate). The product is BrC1=CC=C(C=C1)C(C(=O)OCC)CC(=C)CCl (Ethyl 2-(4-bromophenyl)-4-(chloromethyl)pent-4-enoate). The solvent is C1CCOC1 (THF), C1CCOC1 (THF). Reactants: white crystalline powder, [Cl-].[Ca+2].[Cl-] (calcium chloride), [Cl-].[Ca+2].[Cl-].CN(C=O)C (calcium chloride dimethylformamide), C(C1=CC=CC=C1)Cl (benzyl chloride), [O-]C#N.[Na+] (sodium cyanate). Run in CN(C=O)C (dimethylformamide), CN(C=O)C (dimethylformamide). Yields the product C(C1=CC=CC=C1)N=C=O (benzyl isocyanate). Reaction SMILES: [Cl-].[Ca+2].[Cl-].[Cl-].[Ca+2].[Cl-].[CH3:7][N:8](C)[CH:9]=[O:10].C(Cl)[C:13]1[CH:18]=[CH:17][CH:16]=[CH:15][CH:14]=1.[O-]C#N.[Na+]>CN(C)C=O>[CH2:7]([N:8]=[C:9]=[O:10])[C:13]1[CH:18]=[CH:17][CH:16]=[CH:15][CH:14]=1 |f:0.1.2,3.4.5.6,8.9|. Procedure details: 100 g of anhydrous calcium chloride powder was added to 100 g of dimethylformamide with agitation, and the mixture was heated to form a paste. The paste was evaporated to dryness under a reduced pressure and below 50°C. to obtain a coarse white crystalline powder. Analysis showed that the powder was a calcium chloride-dimethylformamide compound. 20 g of this white crystalline powder was dissolved in 300 g of dimethylformamide, and 126.6 g of benzyl chloride was added to the solution and 75 g of ...